The task is: describe an organic reaction: reactants, conditions, products, and yield. This data is from the Open Reaction Database (ORD), a public repository of structured organic reaction records. Solvent: CCOC(=O)C (EtOAc), ClCCCl (1,2-dichloroethane). RXN SMILES: [CH:1]1([C:7]2[C:8]3[CH:9]=[CH:10][C:11]([C:27]([O:29][CH3:30])=[O:28])=[CH:12][C:13]=3[N:14]3[C:21]=2[C:20]2[CH:22]=[CH:23][CH:24]=[CH:25][C:19]=2[O:18][CH2:17][C:16](=O)[CH2:15]3)[CH2:6][CH2:5][CH2:4][CH2:3][CH2:2]1.[CH3:31][N:32]([CH3:36])[CH2:33][CH2:34][NH2:35].C(O)(=O)C.C(O[BH-](OC(=O)C)OC(=O)C)(=O)C.[Na+].[OH-].[Na+]>ClCCCl.CCOC(C)=O>[CH:1]1([C:7]2[C:8]3[CH:9]=[CH:10][C:11]([C:27]([O:29][CH3:30])=[O:28])=[CH:12][C:13]=3[N:14]3[C:21]=2[C:20]2[CH:22]=[CH:23][CH:24]=[CH:25][C:19]=2[O:18][CH2:17][CH:16]([NH:35][CH2:34][CH2:33][N:32]([CH3:36])[CH3:31])[CH2:15]3)[CH2:6][CH2:5][CH2:4][CH2:3][CH2:2]1 |f:3.4,5.6|. The reactants are C1(CCCCC1)C=1C=2C=CC(=CC2N2CC(COC3=C(C21)C=CC=C3)=O)C(=O)OC (methyl 14-cyclohexyl-7-oxo-7,8-dihydro-6H-indolo[1,2-e][1,5]benzoxazocine-11-carboxylate), CN(CCN)C (N,N-dimethylethane-1,2-diamine), C(C)(=O)O (acetic acid), solid, C(C)(=O)O[BH-](OC(C)=O)OC(C)=O.[Na+] (sodium triacetoxyborohydride), [OH-].[Na+] (NaOH). The product is C1(CCCCC1)C=1C=2C=CC(=CC2N2CC(COC3=C(C21)C=CC=C3)NCCN(C)C)C(=O)OC (methyl 14-cyclohexyl-7-{[2-(dimethylamino)ethyl]amino}-7,8-dihydro-6H-indolo[1,2-e][1,5]benzoxazocine-11-carboxylate). Reported procedure: To a solution of methyl 14-cyclohexyl-7-oxo-7,8-dihydro-6H-indolo[1,2-e][1,5]benzoxazocine-11-carboxylate (from Step 4) in 1,2-dichloroethane (0.08 M), were added 1.0 eq of N,N-dimethylethane-1,2-diamine and 1.5 eq acetic acid, followed by 1.5 eq. of solid sodium triacetoxyborohydride. NaOH (20 eq, 1 N) was added after 2 h, and after stirring for 5 min the mixture was taken into EtOAc and washed with water and brine. Drying over sodium sulfate and concentration in vacuo gave the crude product, w... Reaction conditions: time 5 minute. Reaction conditions: temperature 170 celsius, time 50 hour. Starting materials: BrC=1C=C(C=CC1)C(=O)C1=CC=CC=C1 ((3-Bromophenyl)(phenyl)methanone), [Si](OCC)(OCC)(OCC)OCC (Si(OEt)4), C(C)(C)C1=C(N)C(=CC=C1)C(C)C (2,6-diisopropylaniline), OS(=O)(=O)O (H2SO4). The yield is 84.0%. RXN SMILES: [Br:1][C:2]1[CH:3]=[C:4]([C:8]([C:10]2[CH:15]=[CH:14][CH:13]=[CH:12][CH:11]=2)=O)[CH:5]=[CH:6][CH:7]=1.[Si](OCC)(OCC)(OCC)OCC.[CH:29]([C:32]1[CH:38]=[CH:37][CH:36]=[C:35]([CH:39]([CH3:41])[CH3:40])[C:33]=1[NH2:34])([CH3:31])[CH3:30].OS(O)(=O)=O>>[Br:1][C:2]1[CH:3]=[C:4]([C:8]([C:10]2[CH:15]=[CH:14][CH:13]=[CH:12][CH:11]=2)=[N:34][C:33]2[C:35]([CH:39]([CH3:40])[CH3:41])=[CH:36][CH:37]=[CH:38][C:32]=2[CH:29]([CH3:31])[CH3:30])[CH:5]=[CH:6][CH:7]=1. Procedure details: In 25 mL Claisens flask in an argon atmosphere, a mixture of 5.22 g (20.0 mmol) of 16, 5.00 g (24.0 mmol) of Si(OEt)4, and 3.90 g (22.0 mmol) of 2,6-diisopropylaniline was heated to 170° C., and then 0.13 mL of 96% H2SO4 was added. This mixture was stirred at this temperature for 50 hr, and the formed ethanol was slowly distilled off. Later, 300 mL of cold water was added, and the product was extracted with 2×70 mL of diethyl ether. The combined extract was dried over K2CO3 and then evaporated t... Product: BrC=1C=C(C=CC1)C(=NC1=C(C=CC=C1C(C)C)C(C)C)C1=CC=CC=C1 (N-[(3-Bromophenyl)(phenyl)methylene]-2,6-diisopropylaniline). Reactants: Cl.COC(=O)CCNC(C1=CC(=C(C=C1)NCCCN1CCSCC1)N)=O (3-amino-4-(3-thiomorpholino-propylamino)-benzoic acid-[N-(2-methoxycarbonyl-ethyl)-amide]-hydrochloride), C(C)(=O)OCC.C(C)O (ethyl acetate ethanol). The product is COC(=O)C1N(CCC1)C(C1=CC(=C(C=C1)NC)N)=O (3-amino-4-methylamino-benzoic acid-(2-methoxycarbonyl-pyrrolidide)). Reaction SMILES: Cl.CO[C:4]([CH2:6][CH2:7][NH:8][C:9](=[O:27])[C:10]1[CH:15]=[CH:14][C:13]([NH:16][CH2:17]CCN2CCSCC2)=[C:12]([NH2:26])[CH:11]=1)=O.[C:28]([O:31][CH2:32]C)(=[O:30])[CH3:29].C(O)C>>[CH3:32][O:31][C:28]([CH:29]1[CH2:4][CH2:6][CH2:7][N:8]1[C:9](=[O:27])[C:10]1[CH:15]=[CH:14][C:13]([NH:16][CH3:17])=[C:12]([NH2:26])[CH:11]=1)=[O:30] |f:0.1,2.3|. Procedure: The same procedure is used as in (2). Rf value: 0.41 (silica gel; ethyl acetate/ethanol=9:1) Reactants: [OH-].[Na+] (sodium hydroxide), OC=1C=C(N)C=CC1 (3-hydroxyaniline), C(=C)C1=NC=CC=C1 (2-vinylpyridine), CO (methyl alcohol). Run in C(C)(=O)O (acetic acid), O (water). Product: N1=C(C=CC=C1)CCNC1=CC(=CC=C1)O (N-[2-(2-pyridyl)ethyl]-3-hydroxyaniline). Yield: 79.9%. Reaction SMILES: [OH:1][C:2]1[CH:3]=[C:4]([CH:6]=[CH:7][CH:8]=1)[NH2:5].[CH:9]([C:11]1[CH:16]=[CH:15][CH:14]=[CH:13][N:12]=1)=[CH2:10].CO.[OH-].[Na+]>O.C(O)(=O)C>[N:12]1[CH:13]=[CH:14][CH:15]=[CH:16][C:11]=1[CH2:9][CH2:10][NH:5][C:4]1[CH:6]=[CH:7][CH:8]=[C:2]([OH:1])[CH:3]=1 |f:3.4|. Procedure: With stirring a mixture of 44.0 g of 3-hydroxyaniline, 60.0 g of 2-vinylpyridine, 140.0 ml of methyl alcohol and 5.0 ml of glacial acetic acid was maintained at reflux temperature for approximately twenty-four hours. The methyl alcohol was removed by distillation and a mixture of water and toluene was added to the resultant residue. Three layers resulted. Sufficient 5 percent aqueous sodium hydroxide was added to adjust the water layer to approximately pH 7. The bottom oil layer was separated, a... The reactants are O=C1CC(C(=O)O)N(C(=O)OCc2ccccc2)C1, SCCS, CCO. Product: O=C(O)C1CC2(CN1C(=O)OCc1ccccc1)SCCS2. As a reaction SMILES: [CH2:1]([c:2]1[cH:3][cH:4][cH:5][cH:6][cH:7]1)[O:8][C:9](=[O:10])[N:11]1[CH:12]([C:13](=[O:14])[OH:15])[CH2:16][C:17](=[O:19])[CH2:18]1.[CH2:20]([CH2:21][SH:22])[SH:23].[CH3:24][CH2:25][OH:26]>>[CH2:1]([c:2]1[cH:3][cH:4][cH:5][cH:6][cH:7]1)[O:8][C:9](=[O:10])[N:11]1[CH:12]([C:13](=[O:14])[OH:15])[CH2:16][C:17]2([CH2:18]1)[S:22][CH2:21][CH2:20][S:23]2.